Dataset: the Open Reaction Database (ORD), a public repository of structured organic reaction records. Task: describe an organic reaction: reactants, conditions, products, and yield Starting materials: O=C(NC(Cc1ccccc1)C(=O)O)OCc1ccccc1, CO, CC(=O)Cl, C1CCOC1. Product: O=C(NC(Cc1ccccc1)C(O)CCl)OCc1ccccc1. Reaction SMILES: [CH2:5]([c:6]1[cH:7][cH:8][cH:9][cH:10][cH:11]1)[O:12][C:13](=[O:14])[NH:15][CH:16]([CH2:17][c:18]1[cH:19][cH:20][cH:21][cH:22][cH:23]1)[C:24](=[O:25])[OH:26].[CH3:27][OH:28].[Cl:1][C:2]([CH3:3])=[O:4].[O:29]1[CH2:30][CH2:31][CH2:32][CH2:33]1>>[Cl:1][CH2:2][CH:24]([CH:16]([NH:15][C:13]([O:12][CH2:5][c:6]1[cH:7][cH:8][cH:9][cH:10][cH:11]1)=[O:14])[CH2:17][c:18]1[cH:19][cH:20][cH:21][cH:22][cH:23]1)[OH:26]. Starting materials: C(C(C)(C)C)(=O)OCCCCCBr (5-bromopentyl pivalate), C1(=CC=CC=C1)P(C1=CC=CC=C1)C1=CC=CC=C1 (triphenylphosphine). Solvent: C1(=CC=CC=C1)C (toluene). Reaction conditions: time 72 hour. The product is [Br-].C1(=CC=CC=C1)[P+](CCCCCOC(C(C)(C)C)=O)(C1=CC=CC=C1)C1=CC=CC=C1 (triphenyl(5-(pivaloyloxy)pentyl)phosphonium bromide). Reaction SMILES: [C:1]([O:7][CH2:8][CH2:9][CH2:10][CH2:11][CH2:12][Br:13])(=[O:6])[C:2]([CH3:5])([CH3:4])[CH3:3].[C:14]1([P:20]([C:27]2[CH:32]=[CH:31][CH:30]=[CH:29][CH:28]=2)[C:21]2[CH:26]=[CH:25][CH:24]=[CH:23][CH:22]=2)[CH:19]=[CH:18][CH:17]=[CH:16][CH:15]=1>C1(C)C=CC=CC=1>[Br-:13].[C:27]1([P+:20]([C:14]2[CH:15]=[CH:16][CH:17]=[CH:18][CH:19]=2)([C:21]2[CH:26]=[CH:25][CH:24]=[CH:23][CH:22]=2)[CH2:12][CH2:11][CH2:10][CH2:9][CH2:8][O:7][C:1](=[O:6])[C:2]([CH3:5])([CH3:4])[CH3:3])[CH:28]=[CH:29][CH:30]=[CH:31][CH:32]=1 |f:3.4|. Procedure: An equivalent of 5-bromopentyl pivalate and an equivalent of triphenylphosphine in toluene at 110° C. are placed in a flask. After 72 hours of agitation in these conditions, and once returned to ambient temperature, the toluene is evaporated and the triphenyl(5-(pivaloyloxy)pentyl)phosphonium bromide formed is used directly for the following step. Reactants: O1CSC2=C1C=CC(=C2)CN2CCNCC2 (1-[(2H)-1,3-benzoxathiol-5-yl methyl]piperazine), C1(=C(C(=C(C(=C1F)F)F)N)F)N.Cl.Cl (dihydrochloride), [K] (potassium), formyl, ClCC=1C=CC2=C(SCO2)C1 (5-chloromethyl-(2H)-1,3-benzoxathiole), C(=O)N1CCNCC1 (1-formyl piperazine). Product: O1CSC2=C1C=CC(=C2)CN2CCN(CC2)C=2SC=NN2 (1-[(2H)-1,3-benzoxathiol-5-yl methyl]-4-(1,3,4-thiadiazol-2-yl)piperazine). Reaction SMILES: [O:1]1[C:5]2[CH:6]=[CH:7][C:8]([CH2:10][N:11]3[CH2:16][CH2:15][NH:14][CH2:13][CH2:12]3)=[CH:9][C:4]=2[S:3][CH2:2]1.[C:17]1([NH2:28])C(F)=C(F)C(F)=C(N)C=1F.Cl.Cl.[K].ClCC1C=CC2O[CH2:40][S:39]C=2C=1.C([N:45]1CCNCC1)=O>>[O:1]1[C:5]2[CH:6]=[CH:7][C:8]([CH2:10][N:11]3[CH2:12][CH2:13][N:14]([C:40]4[S:39][CH:17]=[N:28][N:45]=4)[CH2:15][CH2:16]3)=[CH:9][C:4]=2[S:3][CH2:2]1 |f:1.2.3,^1:30|. Procedure details: The starting 1-[(2H)-1,3-benzoxathiol-5-yl methyl]piperazine, M.P. of its dihydrochloride: 275°-278° C., was prepared by hydrolysis with alcoholic potassium hydroxyde of the corresponding formyl derivative, raw oil itself prepared by condensing 5-chloromethyl-(2H)-1,3-benzoxathiole with an excess of 1-formyl piperazine. Reactants: C(\C=C\CCC)(=O)OC ((E)-methyl hex-2-enoate), C1(CC1)CO (cyclopropanemethanol), ester. Product: C(\C=C\CCC)(=O)OCC1CC1 ((E)-cyclopropylmethyl hex-2-enoate). Reaction SMILES: [C:1]([O:8][CH3:9])(=[O:7])/[CH:2]=[CH:3]/[CH2:4][CH2:5][CH3:6].[CH:10]1(CO)[CH2:12][CH2:11]1>>[C:1]([O:8][CH2:9][CH:10]1[CH2:12][CH2:11]1)(=[O:7])/[CH:2]=[CH:3]/[CH2:4][CH2:5][CH3:6]. Procedure details: Prepared from (E)-methyl hex-2-enoate and cyclopropanemethanol according to the ester preparation method B described above.